describe an organic reaction: reactants, conditions, products, and yield From a dataset of the Open Reaction Database (ORD), a public repository of structured organic reaction records. Reactants: ClC1=NC=C(C(=C1)Cl)CO (2,4-dichloropyridin-5-methanol), P(=O)(Cl)(Cl)Cl (phosphorus oxychloride). Yields the product ClCC=1C(=CC(=NC1)Cl)Cl (5-Chloromethyl-2,4-dichloropyridine). As a reaction SMILES: [Cl:1][C:2]1[CH:7]=[C:6]([Cl:8])[C:5]([CH2:9]O)=[CH:4][N:3]=1.P(Cl)(Cl)([Cl:13])=O>>[Cl:13][CH2:9][C:5]1[C:6]([Cl:8])=[CH:7][C:2]([Cl:1])=[N:3][CH:4]=1. Procedure details: 20.2 g. of 2,4-dichloropyridin-5-methanol (0.11 mol.) and 150 ml. of phosphorus oxychloride are refluxed for 19 hours. Then the excess phosphorus oxychloride is removed in vacuo and ice is added to the residue. 5-Chloromethyl-2,4-dichloropyridine is filtered off, washed with water, dried in the desiccator over P2O5 and recrystallized from hexane; yield 17.95 g. (83%), m.p. 55°-56°. Starting materials: FC1=CC=C2N=CC(NC2=C1F)=O (7,8-Difluoroquinoxalin-2(1H)-one), CS(=O)(=O)OCCN1CCC(CC1)NC(=O)OC(C)(C)C (2-{4-[(tert-butoxycarbonyl)amino]piperidin-1-yl}ethyl methanesulfonate), CS(=O)(=O)OCCN1CCC(CC1)NC(=O)OC(C)(C)C (2-{4-[(tert-butoxycarbonyl)amino]piperidin-1-yl}ethyl methanesulfonate), FC1=CC=C2N=CC(NC2=C1F)=O (7,8-Difluoroquinoxalin-2(1H)-one), [H-].[Na+] (sodium hydride), COC1=CC=C2C=CC(N(C2=C1)CCN1CCC(CC1)NC(OC(C)(C)C)=O)=O (tert-butyl {1-[2-(7-methoxy-2-oxoquinolin-1(2H)-yl)ethyl]piperidin-4-yl}carbamate). Run in hexanes, C(C)(=O)OCC (ethyl acetate). Product: FC1=CC=C2N=CC(N(C2=C1F)CCN1CCC(CC1)NC(OC(C)(C)C)=O)=O (tert-Butyl {1-[2-(7,8-difluoro-2-oxoquinoxalin-1(2H)-yl)ethyl]piperidin-4-yl}carbamate). Isolated yield 14.2%. As a reaction SMILES: [F:1][C:2]1[C:11]([F:12])=[C:10]2[C:5]([N:6]=[CH:7][C:8](=[O:13])[NH:9]2)=[CH:4][CH:3]=1.[H-].[Na+].CS(O[CH2:21][CH2:22][N:23]1[CH2:28][CH2:27][CH:26]([NH:29][C:30]([O:32][C:33]([CH3:36])([CH3:35])[CH3:34])=[O:31])[CH2:25][CH2:24]1)(=O)=O.COC1C=C2C(C=CC(=O)N2CCN2CCC(NC(=O)OC(C)(C)C)CC2)=CC=1>C(OCC)(=O)C>[F:1][C:2]1[C:11]([F:12])=[C:10]2[C:5]([N:6]=[CH:7][C:8](=[O:13])[N:9]2[CH2:21][CH2:22][N:23]2[CH2:28][CH2:27][CH:26]([NH:29][C:30](=[O:31])[O:32][C:33]([CH3:36])([CH3:35])[CH3:34])[CH2:25][CH2:24]2)=[CH:4][CH:3]=1 |f:1.2|. Procedure: 7,8-Difluoroquinoxalin-2(1H)-one (Intermediate 155—a mixture of regioisomers containing 30% 5,6-difluoroquinoxalin-2(1H)-one, 1.0 g, 5.50 mmol) was deprotonated with sodium hydride (60% in oil, 0.26 g, 6.60 mmol) and alkylated with 2-{4-[(tert-butoxycarbonyl)amino]piperidin-1-yl}ethyl methanesulfonate (Intermediate 6) (6.6 mmol) as described for Intermediate 2. Chromatography on silica gel with 70-100% ethyl acetate in hexanes gave 320 mg of the product as a colorless solid. Reactants: O[C@@H]1C[C@@H](NC1)C(=O)O (cis-4-hydroxy-pyrrolidine-2-carboxylic acid), S(=O)(Cl)Cl (thionyl chloride), C(C)O (ethanol). Yields the product C(C)OC(=O)[C@@H]1NC[C@@H](C1)O ((2R,4R)-4-Hydroxy-pyrrolidine-2-carboxylic acid ethyl ester). Reaction SMILES: [OH:1][C@H:2]1[CH2:6][NH:5][C@@H:4]([C:7]([OH:9])=[O:8])[CH2:3]1.S(Cl)(Cl)=O.[CH2:14](O)[CH3:15]>>[CH2:14]([O:8][C:7]([C@H:4]1[CH2:3][C@@H:2]([OH:1])[CH2:6][NH:5]1)=[O:9])[CH3:15]. Reported procedure: To a stirred solution of cis-4-hydroxy-pyrrolidine-2-carboxylic acid (1 g, 7.6 mmol) in absolute ethanol (20 mL) is added dropwise thionyl chloride (0.67 mL, 9.15 mmol) at 0° C. under nitrogen atmosphere. The reaction mixture is then refluxed under nitrogen for about 2 h. The mixture is cooled to room temperature, and all solvent is removed under reduced pressure. The white precipitate is filtered and washed with diethyl ether (1×25 mL), to obtain compound (1) as a white solid.